Dataset: the Open Reaction Database (ORD), a public repository of structured organic reaction records. Task: describe an organic reaction: reactants, conditions, products, and yield The reactants are CSc1ncc(C=O)cn1, CC1=CN=C(C=C1)N, [C-]#[N+]C1CCCCC1. Reagents/catalysts: O=C(O)C(F)(F)F (trifluoroacetic acid). The solvent is CC(C)O (isopropyl alcohol), CC(C)O (isopropylalcohol). Reaction conditions: temperature 22 celsius, time 20 hour. Yields the product Cc1ccc2nc(c3cnc(nc3)SC)c(NC3CCCCC3)n2c1. The yield is 6.2%. As a reaction SMILES: CC1=CC=C(N)N=C1.[C-]#[N+]C1CCCCC1.CSC1=NC=C(C=O)C=N1>>CSC1=NC=C(C=N1)C1=C(NC2CCCCC2)N2C=C(C)C=CC2=N1. Reactants: C(CC#C)O (but-3-yn-1-ol), O1CCCC=C1 (3,4-dihydro-2H-pyran), C=1C=CC(=CC1)N=NC=2C=CC(=NC2N)N.Cl.CC=1C=CC(=CC1)S(=O)(=O)O (pyridium p-toluenesulfonate). Run in ClCCl (dichloromethane). Conditions: time 16 hour. Product: C(CC#C)OC1OCCCC1 (2-but-3-ynyloxy-tetrahydro-pyran). Reaction SMILES: [CH2:1]([OH:5])[CH2:2][C:3]#[CH:4].[O:6]1[CH:11]=[CH:10][CH2:9][CH2:8][CH2:7]1.C1C=CC(N=NC2C=CC(N)=NC=2N)=CC=1.Cl.CC1C=CC(S(O)(=O)=O)=CC=1>ClCCl>[CH2:1]([O:5][CH:7]1[CH2:8][CH2:9][CH2:10][CH2:11][O:6]1)[CH2:2][C:3]#[CH:4] |f:2.3.4|. Procedure details: To but-3-yn-1-ol (40.0 g, 570.0 mmol) and 3,4-dihydro-2H-pyran (48.0 g, 570.0 mmol) in anhydrous dichloromethane (350 mL) was added pyridium p-toluenesulfonate (0.45 g, 1.80 mmol). The mixture was stirred at room temperature for 16 hours. Solvent was evaporated, and the residue was purified by vacuum distillation to give 2-but-3-ynyloxy-tetrahydro-pyran as a light yellow liquid. Yield: 60.0 g (68%). Product: COC(NC1CCN(CC1)C=1C(=CC(=C2C=CC=NC12)Cl)C(C)=O)=O (Methyl[1-(7-acetyl-5-chloroquinolin-8-yl)piperidin-4-yl]carbamate). The reagents and catalysts are C(C)(=O)[O-].[Pd+2].C(C)(=O)[O-] (palladium acetate), C1=CC=C(C=C1)P(C2=CC=CC=C2)C3=C(C4=CC=CC=C4C=C3)C5=C(C=CC6=CC=CC=C65)P(C7=CC=CC=C7)C8=CC=CC=C8 ((S)-(−)-2,2′-bis(diphenylphosphino)-1,1′-binaphthyl). Reported procedure: A stirred mixture of 7-acetyl-5-chloroquinolin-8-yl trifluoromethanesulfonate (0.12 g, 0.17 mmol, from Example 47, Step 2), methyl piperidin-4-ylcarbamate hydrochloride (0.028 g, 0.14 mmol), palladium acetate (0.64 mg, 0.0029 mmol), (S)-(−)-2,2′-bis(diphenylphosphino)-1,1′-binaphthyl (2.7 mg, 0.0043 mmol), and cesium carbonate (0.18 g, 0.55 mmol) in tetrahydrofuran (3 mL) was heated at 65° C. overnight. The mixture was cooled, diluted with dichloromethane and filtered. The filtrate was washed wi... RXN SMILES: FC(F)(F)S(O[C:7]1[C:8]([C:18](=[O:20])[CH3:19])=[CH:9][C:10]([Cl:17])=[C:11]2[C:16]=1[N:15]=[CH:14][CH:13]=[CH:12]2)(=O)=O.Cl.[NH:24]1[CH2:29][CH2:28][CH:27]([NH:30][C:31](=[O:34])[O:32][CH3:33])[CH2:26][CH2:25]1.C(=O)([O-])[O-].[Cs+].[Cs+]>O1CCCC1.ClCCl.C([O-])(=O)C.[Pd+2].C([O-])(=O)C.C1C=CC(P(C2C=CC3C(=CC=CC=3)C=2C2C3C(=CC=CC=3)C=CC=2P(C2C=CC=CC=2)C2C=CC=CC=2)C2C=CC=CC=2)=CC=1>[CH3:33][O:32][C:31](=[O:34])[NH:30][CH:27]1[CH2:26][CH2:25][N:24]([C:7]2[C:8]([C:18](=[O:20])[CH3:19])=[CH:9][C:10]([Cl:17])=[C:11]3[C:16]=2[N:15]=[CH:14][CH:13]=[CH:12]3)[CH2:29][CH2:28]1 |f:1.2,3.4.5,8.9.10|. Reaction conditions: temperature 65 celsius. Reactants: FC(S(=O)(=O)OC=1C(=CC(=C2C=CC=NC12)Cl)C(C)=O)(F)F (7-Acetyl-5-chloroquinolin-8-yl trifluoromethanesulfonate), Cl.N1CCC(CC1)NC(OC)=O (methyl piperidin-4-ylcarbamate hydrochloride), C([O-])([O-])=O.[Cs+].[Cs+] (cesium carbonate). Yield: 41.5%. Run in O1CCCC1 (tetrahydrofuran), ClCCl (dichloromethane). Starting materials: FC1=CC=C(C=C1)C=1NC(=CC1C1=CC=NC=C1)C1CCN(CC1)C(=O)[C@H]1NC(CO[C@@H]1C)=O (2-(4-fluorophenyl)-5-[N-[(2R,3S)-(5-oxo-2-methylmorpholin-3-yl)carbonyl]-piperidin-4-yl]-3-(4-pyridyl)pyrrole), [H-].[Al+3].[Li+].[H-].[H-].[H-] (lithium aluminum hydride). Solvent: O1CCCC1 (tetrahydrofuran). Yields the product FC1=CC=C(C=C1)C=1NC(=CC1C1=CC=NC=C1)C1CCN(CC1)C[C@@H]1NCCO[C@@H]1C (2-(4-fluorophenyl)-5-[N-[(2R,3S)-(2-methylmorpholin-3-yl)methyl]piperidin-4-yl]-3-(4-pyridyl)pyrrole). Isolated yield 40.3%. Reaction SMILES: [F:1][C:2]1[CH:7]=[CH:6][C:5]([C:8]2[NH:9][C:10]([CH:19]3[CH2:24][CH2:23][N:22]([C:25]([C@@H:27]4[C@@H:32]([CH3:33])[O:31][CH2:30][C:29](=O)[NH:28]4)=O)[CH2:21][CH2:20]3)=[CH:11][C:12]=2[C:13]2[CH:18]=[CH:17][N:16]=[CH:15][CH:14]=2)=[CH:4][CH:3]=1.[H-].[Al+3].[Li+].[H-].[H-].[H-]>O1CCCC1>[F:1][C:2]1[CH:3]=[CH:4][C:5]([C:8]2[NH:9][C:10]([CH:19]3[CH2:24][CH2:23][N:22]([CH2:25][C@H:27]4[C@@H:32]([CH3:33])[O:31][CH2:30][CH2:29][NH:28]4)[CH2:21][CH2:20]3)=[CH:11][C:12]=2[C:13]2[CH:18]=[CH:17][N:16]=[CH:15][CH:14]=2)=[CH:6][CH:7]=1 |f:1.2.3.4.5.6|. Procedure details: To a stirred suspension of the product of Step B (54 mg, 0.12 mmol) in 2 mL tetrahydrofuran at 0° C. was added lithium aluminum hydride (1.0M in tetrahydrofuran, 0.20 mL, 0.20 mmol). After refluxing for 2 hours, the reaction mixture was quenched with few drops of saturated sodium sulfate, and then solvent was removed in vacuo. Purification by prep-TLC afforded the title reduction product (21 mg, 41%). The reactants are S(O)(O)=O (sulfurous acid), Cl.NC=1C2=C(SC1)C(CCC2)=O (3-Amino-5,6-dihydro-4H-benzo[b]thiophene-7-one hydrochloride), S(O)(O)(=O)=O (sulfuric acid), N(=O)[O-].[Na+] (sodium nitrite), ice water, Cl (hydrochloric acid), CC(=O)OCC1=C2C=CC=CC2=C(C3=CC=CC=C31)COC(=O)C (acetic). The reagents and catalysts are O.O.[Cu](Cl)Cl (copper (II) chloride dihydrate). Run in C(C)(=O)O (acetic acid). Conditions: temperature 5 celsius. The product is O=C1CCCC2=C1SC=C2S(=O)(=O)Cl (7-Oxo-4,5,6,7-tetrahydro-benzo[b]thiophene-3-sulfonyl chloride). As a reaction SMILES: [ClH:1].N[C:3]1[C:4]2[CH2:11][CH2:10][CH2:9][C:8](=[O:12])[C:5]=2[S:6][CH:7]=1.Cl.CC(OCC1C2C(=CC=CC=2)C(COC(C)=O)=C2C=1C=CC=C2)=O.[S:38](=[O:42])(=O)(O)[OH:39].N([O-])=O.[Na+].S(=O)(O)O>O.O.[Cu](Cl)Cl.C(O)(=O)C>[O:12]=[C:8]1[C:5]2[S:6][CH:7]=[C:3]([S:38]([Cl:1])(=[O:42])=[O:39])[C:4]=2[CH2:11][CH2:10][CH2:9]1 |f:0.1,5.6,8.9.10|. Procedure: 3-Amino-5,6-dihydro-4H-benzo[b]thiophene-7-one hydrochloride (13.8 g) was suspended in a mixture solution of concentrated hydrochloric acid (43 mL), acid acetic (50 mL) and concentrated sulfuric acid (7 mL). An aqueous solution (8.4 mL) of sodium nitrite (5 g) was added dropwise on an ice bath while stirring vigorously so as to maintain the internal temperature at 5° C. or lower. After stirring for 30 minutes, to this reaction solution was added a solution of acetic acid (56 mL) containing coppe... Starting materials: crude salt, BrC1=CC=C(COC2=CC=C(C=C2)[C@H]2[C@@H](C2)NC(OC(C)(C)C)=O)C=C1 (tert-butyl(trans)-2-(4-(4-bromobenzyloxy)phenyl)cyclopropylcarbamate), Cl (HCl), C(=O)([O-])[O-].[Na+].[Na+] (Na2CO3). Run in O (water), O1CCOCC1 (dioxane), O1CCOCC1 (Dioxane). Conditions: time 1 hour. The product is BrC1=CC=C(COC2=CC=C(C=C2)[C@H]2[C@@H](C2)N)C=C1 ((trans)-2-(4-(4-bromobenzyloxy)phenyl)cyclopropanamine). Isolated yield 97.7%. As a reaction SMILES: [Br:1][C:2]1[CH:26]=[CH:25][C:5]([CH2:6][O:7][C:8]2[CH:13]=[CH:12][C:11]([C@@H:14]3[CH2:16][C@H:15]3[NH:17]C(=O)OC(C)(C)C)=[CH:10][CH:9]=2)=[CH:4][CH:3]=1.Cl.C([O-])([O-])=O.[Na+].[Na+]>O1CCOCC1.O>[Br:1][C:2]1[CH:3]=[CH:4][C:5]([CH2:6][O:7][C:8]2[CH:13]=[CH:12][C:11]([C@@H:14]3[CH2:16][C@H:15]3[NH2:17])=[CH:10][CH:9]=2)=[CH:25][CH:26]=1 |f:2.3.4|. Procedure details: To a solution of tert-butyl(trans)-2-(4-(4-bromobenzyloxy)phenyl)cyclopropylcarbamate (11 g, 26.37 mmol) in dioxane (110 mL) at 0° C., HCl in Dioxane (110 mL) was added and stirred for 1 h. After completion, the solvent was evaporated and residue was triturated with Et2O (15 mL) to give crude salt. The crude salt was dissolved in water (150 mL), basified with Na2CO3 solution, extracted with EtOAc (3×100 mL). The combined extracts were washed with water (50 mL), brine (50 mL), dried over anhydrou...